Dataset: the Open Reaction Database (ORD), a public repository of structured organic reaction records. Task: describe an organic reaction: reactants, conditions, products, and yield Starting materials: OC(C)(C)C1=CC=C(CN2C(C(C(=O)O)=CC=C2)OC2=CC(=CC=C2)C(C(F)(F)F)O)C=C1 (N-[4-(1-Hydroxy-1-methyl-ethyl)-benzyl]-2-[3-(2,2,2-trifluoro-1-hydroxy-ethyl)-phenoxy]-nicotinic acid), NCC1=CC=C(C=C1)C(C)(C)O (2-(4-Aminomethyl-phenyl)-propan-2-ol), O.ON1N=NC2=C1C=CC=C2 (1-hydroxybenzotriazole hydrate), Cl.C(C)N=C=N (3-ethylcarbodiimide hydrochloride). The solvent is CN(C=O)C (dimethylformamide), O (water). Product: OC(C)(C)C1=CC=C(CNC(C2=C(N=CC=C2)OC2=CC(=CC=C2)C(C(F)(F)F)O)=O)C=C1 (N-[4-(1-Hydroxy-1-methyl-ethyl)-benzyl]-2-[3-(2,2,2-trifluoro-1-hydroxy-ethyl)-phenoxy]nicotinamide). Reaction SMILES: OC(C1C=CC(C[N:10]2[CH:18]=[CH:17][CH:16]=[C:12]([C:13]([OH:15])=O)[CH:11]2[O:19][C:20]2[CH:25]=[CH:24][CH:23]=[C:22]([CH:26]([OH:31])[C:27]([F:30])([F:29])[F:28])[CH:21]=2)=CC=1)(C)C.[NH2:34][CH2:35][C:36]1[CH:41]=[CH:40][C:39]([C:42]([OH:45])([CH3:44])[CH3:43])=[CH:38][CH:37]=1.O.ON1C2C=CC=CC=2N=N1.Cl.C(N=C=N)C>CN(C)C=O.O>[OH:45][C:42]([C:39]1[CH:40]=[CH:41][C:36]([CH2:35][NH:34][C:13](=[O:15])[C:12]2[CH:16]=[CH:17][CH:18]=[N:10][C:11]=2[O:19][C:20]2[CH:25]=[CH:24][CH:23]=[C:22]([CH:26]([OH:31])[C:27]([F:29])([F:28])[F:30])[CH:21]=2)=[CH:37][CH:38]=1)([CH3:44])[CH3:43] |f:2.3,4.5|. Procedure: To a stirred solution of N-[4-(1-Hydroxy-1-methyl-ethyl)-benzyl]-2-[3-(2,2,2-trifluoro-1-hydroxy-ethyl)-phenoxy]-nicotinic acid (0.400 grams, 1.28 mmole), 2-(4-Aminomethyl-phenyl)-propan-2-ol (0.232 grams, 1.40 mmole), and 1-hydroxybenzotriazole hydrate (0.189 grams, 1.40 mmole) in dry dimethylformamide (5 ml) was added 1-(3-dimethylamino)-propyl)-3-ethylcarbodiimide hydrochloride (0.294 grams, 1.54 mmole) and stirred over night. The mixture poured into 100 ml water and extracted with ethyl acet... Starting materials: OC1=CC=C(C(=S)N)C=C1 (4-hydroxy thiobenzamide), ClC(C(=O)OCC)C(=O)C (ethyl 2-chloroacetoacetate). Reaction conditions: time 1 hour. Yields the product OC1=CC=C(C=C1)C=1SC(=C(N1)C)C(=O)OCC (Ethyl 2-(4-Hydroxyphenyl)-4-Methyl-5-Thiazol Carboxylate). Reaction SMILES: [OH:1][C:2]1[CH:10]=[CH:9][C:5]([C:6]([NH2:8])=[S:7])=[CH:4][CH:3]=1.Cl[CH:12]([C:18]([CH3:20])=O)[C:13]([O:15][CH2:16][CH3:17])=[O:14]>>[OH:1][C:2]1[CH:10]=[CH:9][C:5]([C:6]2[S:7][C:12]([C:13]([O:15][CH2:16][CH3:17])=[O:14])=[C:18]([CH3:20])[N:8]=2)=[CH:4][CH:3]=1. Procedure: A mixture of 4-hydroxy thiobenzamide (100 g, 0.653 mol) and ethyl 2-chloroacetoacetate (118.3 g, 0.719 mol) in denatured spirit (DNS) (500 mL) was heated at about 60° C. to 65° C. for about 2.5 hours. The reaction mixture was cooled to about 0° C. to 5° C. and stirred for about 1 hour at the same temperature. The solid obtained was filtered, washed with denatured spirit and dried to obtain the title compound. (Yield: 156 g, 90.7%)